Dataset: the Open Reaction Database (ORD), a public repository of structured organic reaction records. Task: describe an organic reaction: reactants, conditions, products, and yield Reactants: C1CCOC1, CCOC(=O)CNC(=O)CCc1ccc(O)cc1, CO, [Li+], [OH-], O. Product: O=C(O)CNC(=O)CCc1ccc(O)cc1. As a reaction SMILES: [CH2:21]1[O:22][CH2:23][CH2:24][CH2:25]1.[CH2:3]([CH3:4])[O:5][C:6]([CH2:7][NH:8][C:9]([CH2:10][CH2:11][c:12]1[cH:13][cH:14][c:15]([OH:18])[cH:16][cH:17]1)=[O:19])=[O:20].[CH3:26][OH:27].[Li+:2].[OH-:1].[OH2:28]>>[O:5]=[C:6]([CH2:7][NH:8][C:9]([CH2:10][CH2:11][c:12]1[cH:13][cH:14][c:15]([OH:18])[cH:16][cH:17]1)=[O:19])[OH:20]. As a reaction SMILES: [C:1]([C@@H:5]1[CH2:10][C@H:9]([O:11][Si:12]([C:25]([CH3:28])([CH3:27])[CH3:26])([C:19]2[CH:24]=[CH:23][CH:22]=[CH:21][CH:20]=2)[C:13]2[CH:18]=[CH:17][CH:16]=[CH:15][CH:14]=2)[C:8]([CH3:29])=[CH:7][CH2:6]1)([O:3][CH3:4])=[O:2].C[O:31]CCOCCOC>>[Si:12]([O:11][C@@H:9]1[C@H:8]([CH3:29])[C@@H:7]([OH:31])[CH2:6][C@H:5]([C:1]([O:3][CH3:4])=[O:2])[CH2:10]1)([C:25]([CH3:28])([CH3:27])[CH3:26])([C:19]1[CH:24]=[CH:23][CH:22]=[CH:21][CH:20]=1)[C:13]1[CH:18]=[CH:17][CH:16]=[CH:15][CH:14]=1. Procedure details: To a stirred solution of this cyclohexene (110 mg, 0.27 mmol) in 2 ml of diglyme at 0° C. was added dropwise a borane-THF complex solution (1.0 M, 325 μL, 0.325 mmol, 1.5 eq). The resulting solution was stirred for 4 h at 0° C. THF was removed and TAO (trimethyl amine N-oxide, 90 mg, 0.81 mmol) was added. The mixture was heated and refluxed for 2 h. The resulting mixture was cooled to room temperature, extracted with EtOAc (4×40 ml) and dried over MgSO4. The residue was separated by flash chroma... Reactants: C(=O)(OC)[C@H]1CC=C([C@H](C1)O[Si](C1=CC=CC=C1)(C1=CC=CC=C1)C(C)(C)C)C ((4S,6S)-4-carbomethoxy-6-t-butyldiphenylsilyloxy-1-methylcyclohexene), solution, COCCOCCOC (diglyme). Reaction conditions: temperature 0 celsius, time 4 hour. Product: [Si](C1=CC=CC=C1)(C1=CC=CC=C1)(C(C)(C)C)O[C@H]1C[C@H](C[C@@H]([C@H]1C)O)C(=O)OC (Methyl (1S, 3S, 4R, 5S)-3-t-butyldiphenylsilyloxy-4-methyl-5-hydroxy-cyclohexane carboxylate). Reactants: 41, ClCC(CCCCCl)=O (1,6-dichloro-2-hexanone), C1(=CC=CC=C1)P(C1=CC=CC=C1)C1=CC=CC=C1 (triphenylphosphine). Run in C1=CC=CC=C1 (benzene). Reaction conditions: time 6 day. Yields the product [Cl-].ClCCCCC(C[P+](C1=CC=CC=C1)(C1=CC=CC=C1)C1=CC=CC=C1)=O ((6-chloro-2-oxohexyl)triphenylphosphonium chloride). As a reaction SMILES: [Cl:1][CH2:2][C:3](=[O:9])[CH2:4][CH2:5][CH2:6][CH2:7][Cl:8].[C:10]1([P:16]([C:23]2[CH:28]=[CH:27][CH:26]=[CH:25][CH:24]=2)[C:17]2[CH:22]=[CH:21][CH:20]=[CH:19][CH:18]=2)[CH:15]=[CH:14][CH:13]=[CH:12][CH:11]=1>C1C=CC=CC=1>[Cl-:1].[Cl:8][CH2:7][CH2:6][CH2:5][CH2:4][C:3](=[O:9])[CH2:2][P+:16]([C:17]1[CH:18]=[CH:19][CH:20]=[CH:21][CH:22]=1)([C:23]1[CH:28]=[CH:27][CH:26]=[CH:25][CH:24]=1)[C:10]1[CH:11]=[CH:12][CH:13]=[CH:14][CH:15]=1 |f:3.4|. Reported procedure: To a solution of 41 parts of 1,6-dichloro-2-hexanone in 400 parts by volume of benzene is added 44 parts of triphenylphosphine and the resulting solution is stored, in the absence of light for about 6 days, at the end of which time the crude product has crystallized from the mixture. That material is collected by filtration and is purified by recrystallization from acetone to afford (6-chloro-2-oxohexyl)triphenylphosphonium chloride. This product is characterized by 60-MHz nuclear magnetic reson... RXN SMILES: C(=O)([O-])[O-].[K+].[K+].[NH2:7][C:8]1[CH:9]=[C:10]([C:14]([F:17])([F:16])[F:15])[CH:11]=[CH:12][CH:13]=1>CN(C)C=O>[CH2:9]([NH:7][C:8]1[CH:13]=[CH:12][CH:11]=[C:10]([C:14]([F:15])([F:16])[F:17])[CH:9]=1)[CH:8]=[CH:13][CH3:12] |f:0.1.2|. Solvent: CN(C=O)C (dimethylformamide). Product: C(C=CC)NC1=CC(=CC=C1)C(F)(F)F (N-(2-butenyl)-N-(3-trifluoromethylphenyl)-amine). Conditions: time 2 hour. Reported procedure: In 30 ml of dimethylformamide, 1.4 g of anhydrous potassium carbonate and 1.0 g of 1-chloro-2l-butene were added to 1.6 g of 3-aminobenzotrifluoride, followed by stirring for 2 hours from 70° C. to 90° C. After potassium carbonate was filtered off, 100 ml of saturated saline were added and the resulting mixture was extracted with benzene. The extract was dried over anhydrous sodium sulfate, concentrated and then subjected to chromatography on a silica gel column (hexane/ethyl acetate: 35/1, v/v)... Starting materials: C([O-])([O-])=O.[K+].[K+] (potassium carbonate), 1-chloro-2l-butene, NC=1C=C(C=CC1)C(F)(F)F (3-aminobenzotrifluoride). The reactants are N1(C(CCC1)C(=O)OC)C(=O)OC1=C(C=C(C=C1)Cl)C(NC1=C(C=C(C=C1)[N+](=O)[O-])Cl)=O (4-chloro-2-(2-chloro-4-nitrophenylcarbamoyl)phenyl 2-methyl pyrrolidine-1,2-dicarboxylate), C(OC(Cl)(Cl)Cl)([O-])=O (trichloromethyl carbonate), Cl.N1[C@@H](CCC1)C(=O)OC ((S)-Methyl pyrrolidine-2-carboxylate hydrochloride), C(C)(C)N(CC)C(C)C (diisopropylethylamine), N1(C(CCC1)C(=O)OC)C(=O)OC1=C(C=C(C=C1)Cl)C(NC1=C(C=C(C=C1)[N+](=O)[O-])Cl)=O (4-chloro-2-(2-chloro-4-nitrophenylcarbamoyl)phenyl 2-methyl pyrrolidine-1,2-dicarboxylate), ClC=1C=CC(=C(C(=O)NC2=C(C=C(C=C2)[N+](=O)[O-])Cl)C1)O (5-Chloro-N-(2-chloro-4-nitrophenyl)-2-hydroxybenzamide). The reagents and catalysts are CN(C1=CC=NC=C1)C (4-dimethylaminopyridine). Run in C(Cl)(Cl)Cl (chloroform), C(Cl)(Cl)Cl (chloroform), N1=CC=CC=C1 (pyridine). Run at time 1 hour. Yields the product ClC(=O)N1[C@@H](CCC1)C(=O)OC ((S)-Methyl 1-(chlorocarbonyl)pyrrolidine-2-carboxylate). RXN SMILES: [N:1]1([C:10]([O:12]C2C=CC(Cl)=CC=2C(=O)NC2C=CC([N+]([O-])=O)=CC=2Cl)=O)[CH2:5][CH2:4][CH2:3][CH:2]1[C:6]([O:8][CH3:9])=[O:7].C(=O)([O-])OC(Cl)(Cl)[Cl:36].Cl.N1CCC[C@H]1C(OC)=O.C(N(C(C)C)CC)(C)C.ClC1C=CC(O)=C(C=1)C(NC1C=CC([N+]([O-])=O)=CC=1Cl)=O>C(Cl)(Cl)Cl.N1C=CC=CC=1.CN(C)C1C=CN=CC=1>[Cl:36][C:10]([N:1]1[CH2:5][CH2:4][CH2:3][C@H:2]1[C:6]([O:8][CH3:9])=[O:7])=[O:12] |f:2.3|. Reported procedure: (S)-1-(4-chloro-2-(2-chloro-4-nitrophenylcarbamoyl)phenyl 2-methyl pyrrolidine-1,2-dicarboxylate (Compound 25). (S)-Methyl 1-(chlorocarbonyl)pyrrolidine-2-carboxylate was prepared following the procedure disclosed in U.S. Pat. No. 4,866,087 to Greenlee et al with minor modification. A solution of 5.63 g (19.0 mmol) bis(trichloromethyl carbonate in chloroform (15 mL) was added dropwise to a solution of (S)-Methyl pyrrolidine-2-carboxylate hydrochloride (2.62 g., 15.82 mmol) and diisopropylethylam...